This data is from the Open Reaction Database (ORD), a public repository of structured organic reaction records. The task is: describe an organic reaction: reactants, conditions, products, and yield The reactants are C(C1=CC=CC=C1)N1C=CC2=CC(=CC=C12)O (1-benzyl-5-hydroxy-1H-indole), ClC=1C=C(C=CC1F)C(F)(F)F (3-chloro-4-fluorobenzotrifluoride). The solvent is CN(C)C=O (DMF). Run at time 16 hour. Product: C(C1=CC=CC=C1)N1C=CC2=CC(=CC=C12)OC1=C(C=C(C=C1)C(F)(F)F)Cl (1-benzyl-5-(2-chloro-4-trifluoromethyl-phenoxy)-1H-indole). Yield: 68.6%. RXN SMILES: [CH2:1]([N:8]1[C:16]2[C:11](=[CH:12][C:13]([OH:17])=[CH:14][CH:15]=2)[CH:10]=[CH:9]1)[C:2]1[CH:7]=[CH:6][CH:5]=[CH:4][CH:3]=1.[Cl:18][C:19]1[CH:20]=[C:21]([C:26]([F:29])([F:28])[F:27])[CH:22]=[CH:23][C:24]=1F>CN(C=O)C>[CH2:1]([N:8]1[C:16]2[C:11](=[CH:12][C:13]([O:17][C:24]3[CH:23]=[CH:22][C:21]([C:26]([F:29])([F:28])[F:27])=[CH:20][C:19]=3[Cl:18])=[CH:14][CH:15]=2)[CH:10]=[CH:9]1)[C:2]1[CH:3]=[CH:4][CH:5]=[CH:6][CH:7]=1. Reported procedure: A slurry of 0.413 g (1.85 mmol) 1-benzyl-5-hydroxy-1H-indole, 0.3 ml (2.2 mmol) 3-chloro-4-fluorobenzotrifluoride, and 1.0 g (3.0 mmol) Cs2Cb3 in 12 ml DMF was heated to 130° C. with stirring for 16 hr. The solution was allowed to cool and then filtered to remove Cs2CO3. The solution was concentrated under vacuum and chromatographed on silica using 5-7% EtOAc-hexane to afford 0.51 g 1-benzyl-5-(2-chloro-4-trifluoromethyl-phenoxy)-1H-indole as an oil. RXN SMILES: C[CH:2]1[C:7](=[O:8])[NH:6][C:5]2[CH:9]=[CH:10][C:11]([C:13](=[O:16])[CH2:14][CH3:15])=[CH:12][C:4]=2[O:3]1.CC1(C)C(=O)NC2C=CC(C(=O)CC)=CC=2O1>>[O:16]=[C:13]([C:11]1[CH:10]=[CH:9][C:5]2[NH:6][C:7](=[O:8])[CH2:2][O:3][C:4]=2[CH:12]=1)[CH2:14][CH3:15]. Procedure details: The following compounds were made by the above procedure, using the appropriate starting materials: 3,4-dihydro-2-methyl-7-(1-oxopropyl)-3-oxo-1,4(2H)-benzoxazine, mp 179°-179.5° C.; and 3,4-dihydro-2,2-dimethyl-7-(1-oxopropyl)-3-oxo-1,4(2H)-benzoxazine, mp 153°-155° C. Product: O=C(CC)C1=CC2=C(NC(CO2)=O)C=C1 (3.4-Dihydro-7-(1-oxopropyl)-3-oxo-1,4(2H)-benzoxazine). Reactants: CC1OC2=C(NC1=O)C=CC(=C2)C(CC)=O (3,4-dihydro-2-methyl-7-(1-oxopropyl)-3-oxo-1,4(2H)-benzoxazine), CC1(OC2=C(NC1=O)C=CC(=C2)C(CC)=O)C (3,4-dihydro-2,2-dimethyl-7-(1-oxopropyl)-3-oxo-1,4(2H)-benzoxazine). The reactants are ClC1=C(CN2C(=NC3=C2C=C(C=C3)CO)C)C=CC=C1 (1-(2-chlorobenzyl)-6-hydroxymethyl-2-methylbenzimidazole), 4A. Reagents/catalysts: [O-2].[O-2].[Mn+4] (Manganese dioxide). Solvent: C1(=CC=CC=C1)C (toluene), C1(=CC=CC=C1)C (toluene). Yields the product ClC1=C(CN2C(=NC3=C2C=C(C=C3)C=O)C)C=CC=C1 (1-(2-chlorobenzyl)-6-formyl-2-methylbenzimidazole). Yield: 97.5%. Reaction SMILES: [Cl:1][C:2]1[CH:20]=[CH:19][CH:18]=[CH:17][C:3]=1[CH2:4][N:5]1[C:9]2[CH:10]=[C:11]([CH2:14][OH:15])[CH:12]=[CH:13][C:8]=2[N:7]=[C:6]1[CH3:16]>C1(C)C=CC=CC=1.[O-2].[O-2].[Mn+4]>[Cl:1][C:2]1[CH:20]=[CH:19][CH:18]=[CH:17][C:3]=1[CH2:4][N:5]1[C:9]2[CH:10]=[C:11]([CH:14]=[O:15])[CH:12]=[CH:13][C:8]=2[N:7]=[C:6]1[CH3:16] |f:2.3.4|. Procedure: Manganese dioxide (3.46 g) was added to a solution of 3.46 g of 1-(2-chlorobenzyl)-6-hydroxymethyl-2-methylbenzimidazole in 100 ml of toluene, and toluene was heat-refluxed for 3.5 hours while the mixture was dehydrated using a molecular sieve 4A. The solid material was separated through filtration, and was washed with chloroform. The filtrate was concentrated to give 3.35 g of 1-(2-chlorobenzyl)-6-formyl-2-methylbenzimidazole. RXN SMILES: [CH3:1][CH:2]([CH3:30])[CH2:3][CH:4]([C:15]1[CH:20]=[CH:19][C:18]([N:21]2[CH:25]=[C:24]([C:26]([F:29])([F:28])[F:27])[N:23]=[CH:22]2)=[CH:17][CH:16]=1)[O:5][C:6]1[CH:14]=[CH:13][C:9]([C:10](O)=[O:11])=[CH:8][CH:7]=1.Cl.[CH3:32][NH:33]CCC(O)=O.Cl.C(N=C=NCCCN(C)C)C.ON1C2N=CC=CC=2N=N1.[C:61]([O:64][CH2:65]C)(=[O:63])[CH3:62]>ClCCl.C(N(CC)CC)C>[CH3:30][CH:2]([CH3:1])[CH2:3][CH:4]([C:15]1[CH:16]=[CH:17][C:18]([N:21]2[CH:25]=[C:24]([C:26]([F:27])([F:28])[F:29])[N:23]=[CH:22]2)=[CH:19][CH:20]=1)[O:5][C:6]1[CH:14]=[CH:13][C:9]([C:10]([NH:33][CH2:32][CH2:62][C:61]([O:64][CH3:65])=[O:63])=[O:11])=[CH:8][CH:7]=1 |f:1.2,3.4|. Reactants: CC(CC(OC1=CC=C(C(=O)O)C=C1)C1=CC=C(C=C1)N1C=NC(=C1)C(F)(F)F)C (4-(3-Methyl-1-(4-(4-(trifluoromethyl)-1H-imidazol-1-yl)phenyl)butoxy)benzoic acid), Cl.CNCCC(=O)O (methyl beta-alanine hydrochloride), ON1N=NC2=C1N=CC=C2 (1-hydroxy-7-azabenzotriazole), C(C)(=O)OCC (ethyl acetate), Cl.C(C)N=C=NCCCN(C)C (1-Ethyl-3-(3-dimethylaminopropyl)carbodiimide hydrochloride). Procedure details: 4-(3-Methyl-1-(4-(4-(trifluoromethyl)-1H-imidazol-1-yl)phenyl)butoxy)benzoic acid (65 mg, 0.16 mmol), methyl beta-alanine hydrochloride (31 mg, 0.16 mmol), and triethylamine (0.031 mL) were dissolved in dichloromethane (1 mL). 1-Ethyl-3-(3-dimethylaminopropyl)carbodiimide hydrochloride (34 mg, 0.18 mmol) was added. The solution was stirred at room temperature for 15 minutes, and 1-hydroxy-7-azabenzotriazole (34 mg, 0.25 mmol) was then added. The resulting yellow solution was stirred overnight. A... Isolated yield 90.0%. Reaction conditions: time 15 minute. Product: CC(CC(OC1=CC=C(C(=O)NCCC(=O)OC)C=C1)C1=CC=C(C=C1)N1C=NC(=C1)C(F)(F)F)C ((+/−)-methyl 3-(4-(3-methyl-1-(4-(4-(trifluoromethyl)-1H-imidazol-1-yl)phenyl)butoxy)benzamido)propanoate). The solvent is ClCCl (dichloromethane), C(C)N(CC)CC (triethylamine). Starting materials: CCN(C(C)C)C(C)C, O=C(Cl)OCc1ccccc1, NCC1Cc2ccc3ccccc3c2O1. Product: O=C(NCC1Cc2ccc3ccccc3c2O1)OCc1ccccc1. As a reaction SMILES: [CH:16]([N:17]([CH:18]([CH3:19])[CH3:20])[CH2:21][CH3:22])([CH3:23])[CH3:24].[Cl:25][C:26](=[O:27])[O:28][CH2:29][c:30]1[cH:31][cH:32][cH:33][cH:34][cH:35]1.[O:1]1[c:2]2[c:3]([cH:8][cH:9][c:10]3[cH:11][cH:12][cH:13][cH:14][c:15]23)[CH2:4][CH:5]1[CH2:6][NH2:7]>>[O:1]1[c:2]2[c:3]([cH:8][cH:9][c:10]3[cH:11][cH:12][cH:13][cH:14][c:15]23)[CH2:4][CH:5]1[CH2:6][NH:7][C:26](=[O:27])[O:28][CH2:29][c:30]1[cH:31][cH:32][cH:33][cH:34][cH:35]1. Starting materials: CC(C)(C)OC(=O)N1CCc2cc(Br)ccc21, C1CCNCC1, C#CCCCO, Cl, [Cu]I, O. Yields the product CC(C)(C)OC(=O)N1CCc2cc(C#CCCCO)ccc21. RXN SMILES: [C:1]([CH3:2])([CH3:3])([CH3:4])[O:5][C:6](=[O:7])[N:8]1[CH2:9][CH2:10][c:11]2[cH:12][c:13]([Br:17])[cH:14][cH:15][c:16]21.[CH2:18]1[CH2:19][CH2:20][NH:21][CH2:22][CH2:23]1.[CH2:24]([CH2:25][CH2:26][C:27]#[CH:28])[OH:29].[ClH:30].[Cu:31][I:32].[OH2:33]>>[C:1]([CH3:2])([CH3:3])([CH3:4])[O:5][C:6](=[O:7])[N:8]1[CH2:9][CH2:10][c:11]2[cH:12][c:13]([C:28]#[C:27][CH2:26][CH2:25][CH2:24][OH:29])[cH:14][cH:15][c:16]21. RXN SMILES: [CH3:1][N:2]1[CH2:3][CH2:4][N:5]([CH2:8][c:9]2[cH:10][cH:11][c:12]([C:15](=[O:16])[NH:17][c:18]3[cH:19][cH:20][c:21]([CH3:22])[c:23]([NH:24][c:25]4[n:26][cH:27][cH:28][c:29](-[c:31]5[cH:32][cH:33][cH:34][n:35][cH:36]5)[n:30]4)[cH:37]3)[cH:13][cH:14]2)[CH2:6][CH2:7]1.[CH3:38][S:39]([OH:40])(=[O:41])=[O:42].[CH3:43][CH2:44][OH:45]>>[CH3:1][N:2]1[CH2:3][CH2:4][N:5]([CH2:8][c:9]2[cH:10][cH:11][c:12]([C:15](=[O:16])[NH:17][c:18]3[cH:19][cH:20][c:21]([CH3:22])[c:23]([NH:24][c:25]4[n:26][cH:27][cH:28][c:29](-[c:31]5[cH:32][cH:33][cH:34][n:35][cH:36]5)[n:30]4)[cH:37]3)[cH:13][cH:14]2)[CH2:6][CH2:7]1.[CH3:38][S:39](=[O:40])(=[O:41])[OH:42]. Starting materials: Cc1ccc(NC(=O)c2ccc(CN3CCN(C)CC3)cc2)cc1Nc1nccc(-c2cccnc2)n1, CS(=O)(=O)O, CCO. Product: Cc1ccc(NC(=O)c2ccc(CN3CCN(C)CC3)cc2)cc1Nc1nccc(-c2cccnc2)n1, CS(=O)(=O)O.